From a dataset of the Open Reaction Database (ORD), a public repository of structured organic reaction records. describe an organic reaction: reactants, conditions, products, and yield Reactants: CC(=O)O, CC[O-], CCO, Cl, ClCCN1CCCC1, [Na+], CCOC(=O)C1=C(C)NC(CS)=C(C(=O)OCC)C1c1cccc([N+](=O)[O-])c1. Yields the product CCOC(=O)C1=C(C)NC(CSCCN2CCCC2)=C(C(=O)OCC)C1c1cccc([N+](=O)[O-])c1. As a reaction SMILES: [C:42]([OH:43])(=[O:44])[CH3:45].[CH3:39][CH2:40][O-:41].[CH3:46][CH2:47][OH:48].[ClH:1].[N:2]1([CH2:7][CH2:8][Cl:9])[CH2:3][CH2:4][CH2:5][CH2:6]1.[Na+:38].[SH:10][CH2:11][C:12]1=[C:17]([C:18](=[O:19])[O:20][CH2:21][CH3:22])[CH:16]([c:23]2[cH:24][c:25]([N+:29](=[O:30])[O-:31])[cH:26][cH:27][cH:28]2)[C:15]([C:32](=[O:33])[O:34][CH2:35][CH3:36])=[C:14]([CH3:37])[NH:13]1>>[N:2]1([CH2:7][CH2:8][S:10][CH2:11][C:12]2=[C:17]([C:18](=[O:19])[O:20][CH2:21][CH3:22])[CH:16]([c:23]3[cH:24][c:25]([N+:29](=[O:30])[O-:31])[cH:26][cH:27][cH:28]3)[C:15]([C:32](=[O:33])[O:34][CH2:35][CH3:36])=[C:14]([CH3:37])[NH:13]2)[CH2:3][CH2:4][CH2:5][CH2:6]1.